This data is from the Open Reaction Database (ORD), a public repository of structured organic reaction records. The task is: describe an organic reaction: reactants, conditions, products, and yield Starting materials: NC=1C=CC=C2CCNCC12 (8-amino tetrahydroisoquinoline), C(C)(=O)N1CC2=C(C(=CC=C2CC1)C(F)(F)F)S(N)(=O)=O (2-acetyl-8-sulfamoyl-7-trifluoromethyl-1,2,3,4-tetrahydroisoquinoline), 8-chlorosulfonyl, 8-sulfamoyl. Yields the product S(N)(=O)(=O)C=1C(=CC=C2CCNCC12)C(F)(F)F (8-sulfamoyl-7-trifluoromethyl-1,2,3,4-tetrahydroisoquinoline). Reaction SMILES: NC1C=CC=C2C=1CNCC2.C([N:15]1[CH2:24][CH2:23][C:22]2[C:17](=[C:18]([S:29](=[O:32])(=[O:31])[NH2:30])[C:19]([C:25]([F:28])([F:27])[F:26])=[CH:20][CH:21]=2)[CH2:16]1)(=O)C>>[S:29]([C:18]1[C:19]([C:25]([F:26])([F:28])[F:27])=[CH:20][CH:21]=[C:22]2[C:17]=1[CH2:16][NH:15][CH2:24][CH2:23]2)(=[O:31])(=[O:32])[NH2:30]. Procedure details: The above prepared 8-amino tetrahydroisoquinoline compound is converted to the corresponding 8-chlorosulfonyl compound and then to the 8-sulfamoyl compound, 2-acetyl-8-sulfamoyl-7-trifluoromethyl-1,2,3,4-tetrahydroisoquinoline, by the procedure of Example 15. The acetyl group is removed by acid hydrolysis by the procedure of Example 15 to give 8-sulfamoyl-7-trifluoromethyl-1,2,3,4-tetrahydroisoquinoline. Solvent: C1CCOC1 (THF). Yields the product COC=1C=C(C(=O)O)C=CC1OCCNC(CC1=CC(=C(C=C1)NC(=O)NC1=C(C=CC=C1)C)OC)=O (3-methoxy-4-[2-[3-methoxy-4-[N′-(2-methylphenyl)ureido]phenylacetyl]aminoethoxy]benzoic acid). Procedure: To a stirred solution of ethyl 3-methoxy-4-(2-aminoethoxy)benzoate (250 mg, 1.04 mmol) and pentafluorophenyl ester of 3-methoxy-4-[N′-(2-methylphenyl)ureido]phenylacetic acid (500 mg, 1.04 mmol) was added Et3 N (210 μl, 3.01 mmol), and the resulting mixture was stirred for 2 days. 0.25 N NaOH (20 mL) and THF (20 mL) was added to the mixture and the resulting mixture was heated under reflux overnight. After cooling, the mixture was evaporated and the residue was acidified by the addition of 1 N H... The reactants are COC=1C=C(C(=O)OCC)C=CC1OCCN (ethyl 3-methoxy-4-(2-aminoethoxy)benzoate), pentafluorophenyl ester, COC=1C=C(C=CC1NC(=O)NC1=C(C=CC=C1)C)CC(=O)O (3-methoxy-4-[N′-(2-methylphenyl)ureido]phenylacetic acid), [OH-].[Na+] (NaOH). Run at time 2 day. Isolated yield 20.8%. RXN SMILES: [CH3:1][O:2][C:3]1[CH:4]=[C:5]([CH:11]=[CH:12][C:13]=1[O:14][CH2:15][CH2:16][NH2:17])[C:6]([O:8]CC)=[O:7].[CH3:18][O:19][C:20]1[CH:21]=[C:22]([CH2:37][C:38](O)=[O:39])[CH:23]=[CH:24][C:25]=1[NH:26][C:27]([NH:29][C:30]1[CH:35]=[CH:34][CH:33]=[CH:32][C:31]=1[CH3:36])=[O:28].[OH-].[Na+]>C1COCC1>[CH3:1][O:2][C:3]1[CH:4]=[C:5]([CH:11]=[CH:12][C:13]=1[O:14][CH2:15][CH2:16][NH:17][C:38](=[O:39])[CH2:37][C:22]1[CH:23]=[CH:24][C:25]([NH:26][C:27]([NH:29][C:30]2[CH:35]=[CH:34][CH:33]=[CH:32][C:31]=2[CH3:36])=[O:28])=[C:20]([O:19][CH3:18])[CH:21]=1)[C:6]([OH:8])=[O:7] |f:2.3|. Reactants: C1(CCCCC1)CCCN1C(C[C@@H]2C3=C(CC[C@H]12)C(=CC=C3)OC)=O (rac-cis-3-(3-cyclohexyl-propyl)-1,3,3a,4,5,9b-hexahydro-6-methoxy-2H-benzo[e]indol-2-one), [H-].[Al+3].[Li+].[H-].[H-].[H-] (lithium aluminum hydride), C(C)(=O)OCC (ethyl acetate), [O-]S(=O)(=O)[O-].[Na+].[Na+] (Na2SO4). The solvent is C1CCOC1 (THF), C1CCOC1 (THF). Product: C1(CCCCC1)CCCN1CC[C@@H]2C3=C(CC[C@H]12)C(=CC=C3)OC (rac-cis-3-(3-cyclohexyl-propyl)-2,3,3a,4,5,9b-hexahydro-6-methoxy-1H-benzo[e]indole). The yield is 84.4%. RXN SMILES: [H-].[Al+3].[Li+].[H-].[H-].[H-].[CH:7]1([CH2:13][CH2:14][CH2:15][N:16]2[C@@H:24]3[C@@H:19]([C:20]4[CH:28]=[CH:27][CH:26]=[C:25]([O:29][CH3:30])[C:21]=4[CH2:22][CH2:23]3)[CH2:18][C:17]2=O)[CH2:12][CH2:11][CH2:10][CH2:9][CH2:8]1.C(OCC)(=O)C.[O-]S([O-])(=O)=O.[Na+].[Na+]>C1COCC1>[CH:7]1([CH2:13][CH2:14][CH2:15][N:16]2[C@@H:24]3[C@@H:19]([C:20]4[CH:28]=[CH:27][CH:26]=[C:25]([O:29][CH3:30])[C:21]=4[CH2:22][CH2:23]3)[CH2:18][CH2:17]2)[CH2:12][CH2:11][CH2:10][CH2:9][CH2:8]1 |f:0.1.2.3.4.5,8.9.10|. Procedure: 0.38 g (0.010 mol) of lithium aluminum hydride was suspended in 40 ml of THF under argon. A solution of 3.26 g (0.00955 mol) of rac-cis-3-(3-cyclohexyl-propyl)-1,3,3a,4,5,9b-hexahydro-6-methoxy-2H-benzo[e]indol-2-one in 30 ml of THF was added dropwise thereto and the mixture was boiled under reflux for 2 hours. Then, 10 ml of ethyl acetate and a saturated aqueous Na2SO4 solution were cautiously added dropwise thereto in succession until a complete white precipitate had resulted. After filtration... Starting materials: C(CCC)C1=NC2=CC=C(C=C2C(N1CC1=CC=C(C=C1)C1=C(C=CC=C1)C(=O)OC(C)(C)C)=O)C(C)C (2-n-butyl-3-[(2'-(t-butoxycarbonyl)biphen-4-yl)-methyl]-6-isopropylquinazolin-4(3H)-one), FC(C(=O)O)(F)F (trifluoro acetic acid), C1(=CC=CC=C1)OC (anisole). Run in C(Cl)Cl (methylene chloride). Run at time 4 hour. The product is C(CCC)C1=NC2=CC=C(C=C2C(N1CC1=CC=C(C=C1)C1=C(C=CC=C1)C(=O)O)=O)C(C)C (2-Butyl-3-[(2'-carboxybiphen-4-yl)-methyl]-6-isopropylquinazolin-4(3H)-one), mono trifluoroacetate. RXN SMILES: [CH2:1]([C:5]1[N:14]([CH2:15][C:16]2[CH:21]=[CH:20][C:19]([C:22]3[CH:27]=[CH:26][CH:25]=[CH:24][C:23]=3[C:28]([O:30]C(C)(C)C)=[O:29])=[CH:18][CH:17]=2)[C:13](=[O:35])[C:12]2[C:7](=[CH:8][CH:9]=[C:10]([CH:36]([CH3:38])[CH3:37])[CH:11]=2)[N:6]=1)[CH2:2][CH2:3][CH3:4].FC(F)(F)C(O)=O.C1(OC)C=CC=CC=1>C(Cl)Cl>[CH2:1]([C:5]1[N:14]([CH2:15][C:16]2[CH:21]=[CH:20][C:19]([C:22]3[CH:27]=[CH:26][CH:25]=[CH:24][C:23]=3[C:28]([OH:30])=[O:29])=[CH:18][CH:17]=2)[C:13](=[O:35])[C:12]2[C:7](=[CH:8][CH:9]=[C:10]([CH:36]([CH3:37])[CH3:38])[CH:11]=2)[N:6]=1)[CH2:2][CH2:3][CH3:4]. Procedure details: A solution of 2-n-butyl-3-[(2'-(t-butoxycarbonyl)biphen-4-yl)-methyl]-6-isopropylquinazolin-4(3H)-one (0.198 g, 0.44 mmol) from Example 36B in a mixture of methylene chloride (3 ml) and anhydrous trifluoro acetic acid (3 ml) containing anisole (0.05 ml) was stirred at room temperature for 4 hours. The solvent was then removed under reduced pressure and the residue was triturated with dry ether to give the solid product, which was then collected by filteration and dried in vacuo over NaOH and P2O...